From a dataset of the Open Reaction Database (ORD), a public repository of structured organic reaction records. describe an organic reaction: reactants, conditions, products, and yield The reactants are ClC1=NC=C2C(=N1)N(C(N(C2)C2=CC=C(C=C2)OC)=O)CC2CC2 (7-chloro-1-cyclopropylmethyl-3-(4-methoxy-phenyl)-3,4-dihydro-1H-pyrimido[4,5-d]pyrimidine-2-one). Run in NC1=CC=CC=C1 (aniline). Conditions: temperature 120 celsius. The product is COC1=CC=C(C=C1)N1C(N(C2=NC(=NC=C2C1)NC1=CC=CC=C1)CCC#N)=O (3-[-3-(4-methoxy-phenyl)-2-oxo-7-phenylamino-3,4-dihydro-1H-pyrimido[4,5-d]pyrimidin-1-yl]-propionitrile). Reaction SMILES: Cl[C:2]1[N:7]=[C:6]2[N:8]([CH2:21]C3CC3)[C:9](=[O:20])[N:10]([C:12]3[CH:17]=[CH:16][C:15]([O:18][CH3:19])=[CH:14][CH:13]=3)[CH2:11][C:5]2=[CH:4][N:3]=1>NC1C=CC=CC=1>[CH3:19][O:18][C:15]1[CH:16]=[CH:17][C:12]([N:10]2[CH2:11][C:5]3[C:6](=[N:7][C:2]([NH:10][C:12]4[CH:17]=[CH:16][CH:15]=[CH:14][CH:13]=4)=[N:3][CH:4]=3)[N:8]([CH2:21][CH2:5][C:4]#[N:3])[C:9]2=[O:20])=[CH:13][CH:14]=1. Procedure details: A mixture of 7-chloro-1-cyclopropylmethyl-3-(4-methoxy-phenyl)-3,4-dihydro-1H-pyrimido[4,5-d]pyrimidine-2-one (104 mg, 0.30 mmol) in aniline (2.0 mL) (Aldrich) was heated to 120° C. for 1.5 hours. After cooling, the reaction mixture was washed with hexanes (4×100 mL) and the crude product was purified by recrystallization from methanol-ethyl acetate to give 3-[-3-(4-methoxy-phenyl)-2-oxo-7-phenylamino-3,4-dihydro-1H-pyrimido[4,5-d]pyrimidin-1-yl]-propionitrile as a white solid. (Yield 111 mg, 91... The reactants are FC1=CC=C(C=C1)NC(=O)C=1C=NC(=NC1)OCC(=O)O ([5-(4-fluorophenylcarbamoyl)pyrimidin-2-yloxy]acetic acid), COC(=O)C=1N(C2=CC=C(C=C2C1O)OC)C (3-hydroxy-5-methoxy-1-methyl-1H-indole-2-carboxylic acid methyl ester), alcohol, C(C)(=O)OCC (ethyl acetate). Run in CCCCCC (hexane). The product is COC(=O)C=1N(C2=CC=C(C=C2C1OC(COC1=NC=C(C=N1)C(NC1=CC=C(C=C1)F)=O)=O)OC)C (3-{2-[5-(4-Fluorophenylcarbamoyl)pyrimidin-2-yloxy]acetoxy}-5-methoxy-1-methyl-1H-indole-2-carboxylic acid methyl ester). Isolated yield 15.0%. Reaction SMILES: [F:1][C:2]1[CH:7]=[CH:6][C:5]([NH:8][C:9]([C:11]2[CH:12]=[N:13][C:14]([O:17][CH2:18][C:19]([OH:21])=[O:20])=[N:15][CH:16]=2)=[O:10])=[CH:4][CH:3]=1.[CH3:22][O:23][C:24]([C:26]1[N:27]([CH3:38])[C:28]2[C:33]([C:34]=1O)=[CH:32][C:31]([O:36][CH3:37])=[CH:30][CH:29]=2)=[O:25].C(OCC)(=O)C>CCCCCC>[CH3:22][O:23][C:24]([C:26]1[N:27]([CH3:38])[C:28]2[C:33]([C:34]=1[O:20][C:19](=[O:21])[CH2:18][O:17][C:14]1[N:13]=[CH:12][C:11]([C:9](=[O:10])[NH:8][C:5]3[CH:4]=[CH:3][C:2]([F:1])=[CH:7][CH:6]=3)=[CH:16][N:15]=1)=[CH:32][C:31]([O:36][CH3:37])=[CH:30][CH:29]=2)=[O:25]. Procedure: The titled compound was prepared from [5-(4-fluorophenylcarbamoyl)pyrimidin-2-yloxy]acetic acid using 3-hydroxy-5-methoxy-1-methyl-1H-indole-2-carboxylic acid methyl ester (40 mg, 0.17 mmol) as the source alcohol. Chromatography (1:1 ethyl acetate:hexane) through SiO2 yielded 13 mg (15%) of the titled compound. ESI-MS m/z 509 (MH+), 507 (M−H−). The reactants are C(C)(C)(C)OC(NC1=C(C=C(C(=C1)N1CCCC1)C)N)=O ((2-amino-4-methyl-5-pyrrolidin-1-yl-phenyl)-carbamic acid tert-butyl ester), C(C)(C)(C)OC(CC(C1=CC(=CC=C1)N1N=NC=C1COC1OCCCC1)=O)=O ((RS)-3-oxo-3-{3-[5-(tetrahydro-pyran-2-yloxymethyl)-[1,2,3]triazol-1-yl]-phenyl}-propionic acid tert-butyl ester). Yields the product C(C)(C)(C)OC(NC1=C(C=C(C(=C1)N1CCCC1)C)NC(CC(C1=CC(=CC=C1)N1N=NC=C1COC1OCCCC1)=O)=O)=O ((RS)-[4-Methyl-2-(3-oxo-3-{3-[5-(tetrahydro-pyran-2-yloxymethyl)-[1,2,3]triazol-1-yl]-phenyl}-propionylamino)-5-pyrrolidin-1-yl-phenyl]-carbamic acid tert-butyl ester), foam. The yield is 66.0%. As a reaction SMILES: [C:1]([O:5][C:6](=[O:21])[NH:7][C:8]1[CH:13]=[C:12]([N:14]2[CH2:18][CH2:17][CH2:16][CH2:15]2)[C:11]([CH3:19])=[CH:10][C:9]=1[NH2:20])([CH3:4])([CH3:3])[CH3:2].C([O:26][C:27](=O)[CH2:28][C:29](=[O:49])[C:30]1[CH:35]=[CH:34][CH:33]=[C:32]([N:36]2[C:40]([CH2:41][O:42][CH:43]3[CH2:48][CH2:47][CH2:46][CH2:45][O:44]3)=[CH:39][N:38]=[N:37]2)[CH:31]=1)(C)(C)C>>[C:1]([O:5][C:6](=[O:21])[NH:7][C:8]1[CH:13]=[C:12]([N:14]2[CH2:15][CH2:16][CH2:17][CH2:18]2)[C:11]([CH3:19])=[CH:10][C:9]=1[NH:20][C:27](=[O:26])[CH2:28][C:29](=[O:49])[C:30]1[CH:35]=[CH:34][CH:33]=[C:32]([N:36]2[C:40]([CH2:41][O:42][CH:43]3[CH2:48][CH2:47][CH2:46][CH2:45][O:44]3)=[CH:39][N:38]=[N:37]2)[CH:31]=1)([CH3:4])([CH3:2])[CH3:3]. Procedure: The title compound was prepared from (2-amino-4-methyl-5-pyrrolidin-1-yl-phenyl)-carbamic acid tert-butyl ester acid tert-butyl ester (Example J39) (292 mg, 1.0 mmol) and (RS)-3-oxo-3-{3-[5-(tetrahydro-pyran-2-yloxymethyl)-[1,2,3]triazol-1-yl]-phenyl}-propionic acid tert-butyl ester (Example K5) (401 mg, 1.0 mmol) according to the general procedure M. Obtained as a light yellow foam (410 mg, 66%). The reactants are COCCCn1c(C2CCCN(C(=O)CC(Cc3ccc(Br)cc3)NC(=O)OC(C)(C)C)C2)nc2ccccc21, O=C([O-])[O-], COC(=O)c1ccc(B(O)O)cc1, [Na+], [Na+], C1COCCO1, O. Product: COCCCn1c(C2CCCN(C(=O)CC(Cc3ccc(-c4ccc(C(=O)OC)cc4)cc3)NC(=O)OC(C)(C)C)C2)nc2ccccc21. Reaction SMILES: [Br:1][c:2]1[cH:3][cH:4][c:5]([CH2:8][CH:9]([CH2:10][C:11](=[O:12])[N:13]2[CH2:14][CH:15]([c:19]3[n:20][c:21]4[c:22]([n:23]3[CH2:24][CH2:25][CH2:26][O:27][CH3:28])[cH:29][cH:30][cH:31][cH:32]4)[CH2:16][CH2:17][CH2:18]2)[NH:33][C:34]([O:35][C:36]([CH3:37])([CH3:38])[CH3:39])=[O:40])[cH:6][cH:7]1.[C:60](=[O:61])([O-:62])[O-:63].[CH3:41][O:42][C:43](=[O:44])[c:45]1[cH:46][cH:47][c:48]([B:51]([OH:52])[OH:53])[cH:49][cH:50]1.[Na+:64].[Na+:65].[O:54]1[CH2:55][CH2:56][O:57][CH2:58][CH2:59]1.[OH2:66]>>[c:2]1(-[c:48]2[cH:47][cH:46][c:45]([C:43]([O:42][CH3:41])=[O:44])[cH:50][cH:49]2)[cH:3][cH:4][c:5]([CH2:8][CH:9]([CH2:10][C:11](=[O:12])[N:13]2[CH2:14][CH:15]([c:19]3[n:20][c:21]4[c:22]([n:23]3[CH2:24][CH2:25][CH2:26][O:27][CH3:28])[cH:29][cH:30][cH:31][cH:32]4)[CH2:16][CH2:17][CH2:18]2)[NH:33][C:34]([O:35][C:36]([CH3:37])([CH3:38])[CH3:39])=[O:40])[cH:6][cH:7]1. Reactants: CCO, [O-]Cl, O=c1c(I)c(-c2ccccc2)oc2c1ccc1cn[nH]c12, [Na+]. Product: O=c1c(I)c(-c2ccccc2)oc2c1ccc1c(Cl)n[nH]c12. Reaction SMILES: [CH3:25][CH2:26][OH:27].[Cl:22][O-:23].[I:1][c:2]1[c:3](=[O:21])[c:4]2[cH:5][cH:6][c:7]3[c:8]([c:9]2[o:10][c:11]1-[c:12]1[cH:13][cH:14][cH:15][cH:16][cH:17]1)[nH:18][n:19][cH:20]3.[Na+:24]>>[I:1][c:2]1[c:3](=[O:21])[c:4]2[cH:5][cH:6][c:7]3[c:8]([c:9]2[o:10][c:11]1-[c:12]1[cH:13][cH:14][cH:15][cH:16][cH:17]1)[nH:18][n:19][c:20]3[Cl:22]. Starting materials: CO, CSc1nc(Cl)n2nccc2n1, NCCc1c[nH]cn1. The product is CSc1nc(NCCc2c[nH]cn2)n2nccc2n1. RXN SMILES: [CH3:21][OH:22].[Cl:1][c:2]1[n:3][c:4]([S:11][CH3:12])[n:5][c:6]2[n:7]1[n:8][cH:9][cH:10]2.[NH2:13][CH2:14][CH2:15][c:16]1[cH:17][nH:18][cH:19][n:20]1>>[c:2]1([NH:13][CH2:14][CH2:15][c:16]2[cH:17][nH:18][cH:19][n:20]2)[n:3][c:4]([S:11][CH3:12])[n:5][c:6]2[n:7]1[n:8][cH:9][cH:10]2.